Dataset: the Open Reaction Database (ORD), a public repository of structured organic reaction records. Task: describe an organic reaction: reactants, conditions, products, and yield Starting materials: CC1(CC(C=2CCCNC2C1)=O)C (7,7-Dimethyl-1,2,3,4,7,8-hexahydro-quinolin-5(6H)-one), COC=1C=C(C(=O)Cl)C=CC1 (3-methoxybenzoyl chloride). The product is CC1(CC(C=2CCCN(C2C1)C(C1=CC(=CC=C1)OC)=O)=O)C (7,7-dimethyl-1,2,3,4,7,8-hexahydro-1-(3-methoxybenzoyl)-quinolin-5(6H)-one). RXN SMILES: [CH3:1][C:2]1([CH3:13])[CH2:11][C:10]2[NH:9][CH2:8][CH2:7][CH2:6][C:5]=2[C:4](=[O:12])[CH2:3]1.[CH3:14][O:15][C:16]1[CH:17]=[C:18]([CH:22]=[CH:23][CH:24]=1)[C:19](Cl)=[O:20]>>[CH3:1][C:2]1([CH3:13])[CH2:11][C:10]2[N:9]([C:19](=[O:20])[C:18]3[CH:22]=[CH:23][CH:24]=[C:16]([O:15][CH3:14])[CH:17]=3)[CH2:8][CH2:7][CH2:6][C:5]=2[C:4](=[O:12])[CH2:3]1. Procedure details: 7,7-Dimethyl-1,2,3,4,7,8-hexahydro-quinolin-5(6H)-one was reacted with 3-methoxybenzoyl chloride according to the procedure of Part b) of Example 1 to give 7,7-dimethyl-1,2,3,4,7,8-hexahydro-1-(3-methoxybenzoyl)-quinolin-5(6H)-one (20) as a pale yellow solid. Reactants: NC=1C=C(C(=O)O)C=CC1N (3,4-diaminobenzoic acid), C(C)OC(CC(=O)OCC)=N (ethyl 3-ethoxy-3-iminopropionate), C(C)(=O)O (acetic acid), ice. The solvent is C(C)OCC (diethyl ether). Reaction conditions: temperature 110 celsius, time 30 minute. The product is C(C)OC(=O)CC1=NC2=C(N1)C=CC(=C2)C(=O)O (2-ethoxycarbonylmethyl-1H-benzoimidazole-5-carboxylic acid). Yield: 83.0%. As a reaction SMILES: [NH2:1][C:2]1[CH:3]=[C:4]([CH:8]=[CH:9][C:10]=1[NH2:11])[C:5]([OH:7])=[O:6].C(O[C:15](=N)[CH2:16][C:17]([O:19][CH2:20][CH3:21])=[O:18])C.C(O)(=O)C>C(OCC)C>[CH2:20]([O:19][C:17]([CH2:16][C:15]1[NH:11][C:10]2[CH:9]=[CH:8][C:4]([C:5]([OH:7])=[O:6])=[CH:3][C:2]=2[N:1]=1)=[O:18])[CH3:21]. Procedure: A mixture of 3,4-diaminobenzoic acid (9.4 g, 62 mmol), ethyl 3-ethoxy-3-iminopropionate and glacial acetic acid (15 mL) was stirred 30 minutes at 110° C. under nitrogen. The mixture was poured over crushed ice (50 mL) and stirred 30 minutes to give a dark yellow oil. The mixture was stirred while diethyl ether (25 mL) was added to give a gray precipitate. The precipitate was isolated by filtration, washed several times with diethyl ether and dried under vacuum to provide 2-ethoxycarbonylmethyl-1...